Task: describe an organic reaction: reactants, conditions, products, and yield. Dataset: the Open Reaction Database (ORD), a public repository of structured organic reaction records Reactants: C(C)(=O)N1CC2CON(C2(C1)C)C (7-acetyl-1,2-dimethyl-3-oxa-2,7-diazabicyclo[3.3.0]octane), [OH-].[Na+] (NaOH), C(=O)([O-])[O-].[K+].[K+] (K2CO3). Run in O (water). Yields the product CC12N(OCC2CNC1)C (1,2-Dimethyl-3-oxa-2,7-diazabicyclo[3.3.0]octane). As a reaction SMILES: C([N:4]1[CH2:11][C:10]2([CH3:12])[CH:6]([CH2:7][O:8][N:9]2[CH3:13])[CH2:5]1)(=O)C.[OH-].[Na+].C([O-])([O-])=O.[K+].[K+]>O>[CH3:12][C:10]12[CH2:11][NH:4][CH2:5][CH:6]1[CH2:7][O:8][N:9]2[CH3:13] |f:1.2,3.4.5|. Procedure details: 11.8 g (64mmol) of 7-acetyl-1,2-dimethyl-3-oxa-2,7-diazabicyclo[3.3.0]octane are heated under reflux with 12 g of NaOH in 36 ml of water overnight. The mixture is saturated with K2CO3 and extracted several times with CHCl3, the extract is dried over K2CO3 and concentrated and the residue is distilled. Run at temperature 85 celsius. Run in O (Water), O (water), O1CCOCC1 (1,4-dioxane). Procedure details: Water (160 mL) was added dropwise at room temperature to a mixture of 4-ethoxycarbonylphenylboronic acid (50 g, 0.26 mol), 3-bromopyrazolo[1,5-a]pyrimidine (56.25 g, 0.28 mol), Pd(ddpf)Cl2.CH2Cl2 (4.25 g, 5.21 mmol), and Cs2CO3 (169.42 g, 0.52 mol) in 1,4-dioxane (1 L). The reaction mixture was then heated 85° C. for 4 h. The reaction mixture was cooled, poured into water and extracted with EtOAc (2×300 mL). The combined organic layers were dried over Na2SO4, filtered, and the filtrate was conce... RXN SMILES: [CH2:1]([O:3][C:4]([C:6]1[CH:11]=[CH:10][C:9](B(O)O)=[CH:8][CH:7]=1)=[O:5])[CH3:2].Br[C:16]1[CH:17]=[N:18][N:19]2[CH:24]=[CH:23][CH:22]=[N:21][C:20]=12.C(Cl)Cl.C([O-])([O-])=O.[Cs+].[Cs+]>O1CCOCC1.O>[N:18]1[N:19]2[CH:24]=[CH:23][CH:22]=[N:21][C:20]2=[C:16]([C:9]2[CH:10]=[CH:11][C:6]([C:4]([O:3][CH2:1][CH3:2])=[O:5])=[CH:7][CH:8]=2)[CH:17]=1 |f:3.4.5|. Starting materials: C(C)OC(=O)C1=CC=C(C=C1)B(O)O (4-ethoxycarbonylphenylboronic acid), BrC=1C=NN2C1N=CC=C2 (3-bromopyrazolo[1,5-a]pyrimidine), Pd(ddpf)Cl2, C(Cl)Cl (CH2Cl2), C(=O)([O-])[O-].[Cs+].[Cs+] (Cs2CO3). Yields the product N1=CC(=C2N1C=CC=N2)C2=CC=C(C(=O)OCC)C=C2 (ethyl 4-(pyrazolo[1,5-a]pyrimidin-3-yl)benzoate). The reactants are B, B, CCOC(=O)C(CC(=O)O)=C(c1ccc(Cl)cc1)c1ccc(S(C)(=O)=O)cc1, CSC, CO, C1CCOC1, O. The product is CCOC(=O)C(CCO)=C(c1ccc(Cl)cc1)c1ccc(S(C)(=O)=O)cc1. As a reaction SMILES: [BH3:32].[BH3:33].[CH2:1]([CH3:2])[O:3][C:4](=[O:5])[C:6]([CH2:7][C:8](=[O:9])[OH:10])=[C:11]([c:12]1[cH:13][cH:14][c:15]([S:18](=[O:19])(=[O:20])[CH3:21])[cH:16][cH:17]1)[c:22]1[cH:23][cH:24][c:25]([Cl:28])[cH:26][cH:27]1.[CH3:29][S:30][CH3:31].[CH3:34][OH:35].[O:36]1[CH2:37][CH2:38][CH2:39][CH2:40]1.[OH2:41]>>[CH2:1]([CH3:2])[O:3][C:4](=[O:5])[C:6]([CH2:7][CH2:8][OH:9])=[C:11]([c:12]1[cH:13][cH:14][c:15]([S:18](=[O:19])(=[O:20])[CH3:21])[cH:16][cH:17]1)[c:22]1[cH:23][cH:24][c:25]([Cl:28])[cH:26][cH:27]1. Starting materials: [Cl-].[NH4+] (ammonium chloride), [N+](=O)([O-])C1=C(C=CC=C1)CCCC#N (4-(2-nitrophenyl)butyronitrile), C1(=CC=CC=C1)C (toluene). Reagents/catalysts: [Fe] (iron). Run in O (water), O (water), CO (methanol). The product is NC1=C(C=CC=C1)CCCC#N (4-(2-aminophenyl)butyronitrile). As a reaction SMILES: [N+:1]([C:4]1[CH:9]=[CH:8][CH:7]=[CH:6][C:5]=1[CH2:10][CH2:11][CH2:12][C:13]#[N:14])([O-])=O.[Cl-].[NH4+].C1(C)C=CC=CC=1>CO.O.[Fe]>[NH2:1][C:4]1[CH:9]=[CH:8][CH:7]=[CH:6][C:5]=1[CH2:10][CH2:11][CH2:12][C:13]#[N:14] |f:1.2|. Reported procedure: 450 mg of 4-(2-nitrophenyl)butyronitrile, dissolved in 12.5 ml of methanol, are added dropwise to a mixture of 412 mg of iron powder (7.5 mmol) and 663 mg of ammonium chloride (12.5 mmol) in 12.5 ml of water at room temperature and under protective gas in a 100 ml glass round-bottomed flask. The mixture is heated for 5 hours with reflux. 25 ml of water are added to the cooled mixture and extraction is performed with toluene. The combined toluene phases are dried and the solvent distilled off und... Reactants: C1C2(CCC=3C(=CC=CC13)C=O)OCCO2 (3′,4′-Dihydro-1′H-spiro[[1,3]dioxolane-2,2′-naphthalene]-5′-carbaldehyde), BrC1=C2CCC(CC2=CC=C1)=O (5-bromo-3,4-dihydronaphthalen-2(1H)-one), C(CO)O (ethylene glycol), C1(=CC=C(C=C1)S(=O)(=O)O)C (p-toluenesulfonic acid). The solvent is C1=CC=CC=C1 (benzene), CCOCC (ether). Product: BrC1=C2CCC3(CC2=CC=C1)OCCO3 (5′-bromo-3′,4′-dihydro-1′H-spiro[[1,3]-dioxolane-2,2′-naphthalene]). Yield: 98.0%. Reaction SMILES: [CH2:1]1[C:10]2[CH:9]=[CH:8][CH:7]=[C:6](C=O)[C:5]=2[CH2:4][CH2:3][C:2]21[O:16][CH2:15][CH2:14][O:13]2.[Br:17]C1C=CC=C2C=1CCC(=O)C2.C(O)CO.C1(C)C=CC(S(O)(=O)=O)=CC=1>C1C=CC=CC=1.CCOCC>[Br:17][C:6]1[CH:7]=[CH:8][CH:9]=[C:10]2[C:5]=1[CH2:4][CH2:3][C:2]1([O:16][CH2:15][CH2:14][O:13]1)[CH2:1]2. Reported procedure: 3′,4′-Dihydro-1′H-spiro[[1,3]dioxolane-2,2′-naphthalene]-5′-carbaldehyde, designated as 37 in FIG. 15, was prepared as follows: A solution of 5-bromo-3,4-dihydronaphthalen-2(1H)-one (625 mg, 2.78 mmol), ethylene glycol (0.23 mL, 4.17 mmol), and p-toluenesulfonic acid (5.70 mg, 0.03 mol) in benzene (46 mL) was stirred and heated to reflux for 10 h. The solution was cooled, diluted with ether, and sequentially washed with saturated aqueous sodium bicarbonate solution and water. The organic layer w...